Dataset: the Open Reaction Database (ORD), a public repository of structured organic reaction records. Task: describe an organic reaction: reactants, conditions, products, and yield Starting materials: CC(C)C[Al+]CC(C)C, CCCCCC, ClCCl, [H-], COC(=O)CC(c1ccccc1)n1cc(-c2ncnc3c2ccn3COCC[Si](C)(C)C)cn1. Yields the product C[Si](C)(C)CCOCn1ccc2c(-c3cnn(C(CCO)c4ccccc4)c3)ncnc21. As a reaction SMILES: [CH2:2]([Al+:3][CH2:4][CH:5]([CH3:6])[CH3:7])[CH:8]([CH3:9])[CH3:10].[CH3:48][CH2:49][CH2:50][CH2:51][CH2:52][CH3:53].[Cl:45][CH2:46][Cl:47].[H-:1].[c:11]1([CH:17]([CH2:18][C:19](=[O:20])[O:21][CH3:22])[n:23]2[n:24][cH:25][c:26](-[c:28]3[c:29]4[c:30]([n:31][cH:32][n:33]3)[n:34]([CH2:37][O:38][CH2:39][CH2:40][Si:41]([CH3:42])([CH3:43])[CH3:44])[cH:35][cH:36]4)[cH:27]2)[cH:12][cH:13][cH:14][cH:15][cH:16]1>>[c:11]1([CH:17]([CH2:18][CH2:19][OH:20])[n:23]2[n:24][cH:25][c:26](-[c:28]3[c:29]4[c:30]([n:31][cH:32][n:33]3)[n:34]([CH2:37][O:38][CH2:39][CH2:40][Si:41]([CH3:42])([CH3:43])[CH3:44])[cH:35][cH:36]4)[cH:27]2)[cH:12][cH:13][cH:14][cH:15][cH:16]1.